From a dataset of the Open Reaction Database (ORD), a public repository of structured organic reaction records. describe an organic reaction: reactants, conditions, products, and yield The reactants are CCOC(C)=O, ClCCl, N#Cc1ccc(F)c2cc[nH]c12, CN(C)C=O. Product: N#Cc1ccc(F)c2c(C=O)c[nH]c12. Reaction SMILES: [CH3:18][CH2:19][O:20][C:21]([CH3:22])=[O:23].[Cl:24][CH2:25][Cl:26].[F:6][c:7]1[c:8]2[cH:9][cH:10][nH:11][c:12]2[c:13]([C:16]#[N:17])[cH:14][cH:15]1.[O:1]=[CH:2][N:3]([CH3:4])[CH3:5]>>[O:1]=[CH:2][c:9]1[c:8]2[c:7]([F:6])[cH:15][cH:14][c:13]([C:16]#[N:17])[c:12]2[nH:11][cH:10]1.